Dataset: the Open Reaction Database (ORD), a public repository of structured organic reaction records. Task: describe an organic reaction: reactants, conditions, products, and yield Reactants: CO (methanol), [Na] (sodium), C(CC\C=C\CCCCCC\C=C\CCC(=O)OCC)(=O)OCC (diethyl hexadeca-4E,12E-diene-1,16-dioate), Cl[Si](C)(C)C (chlorotrimethylsilane). The solvent is C1(=CC=CC=C1)C (toluene), C1(=CC=CC=C1)C (toluene). Reaction conditions: time 1 hour. The product is OC1CC/C=C/CCCCCC/C=C/CCC1=O (16-hydroxycyclohexadeca-4E,12E-dien-1-one). The yield is 109.4%. Reaction SMILES: [Na].[C:2]([O:23]CC)(=O)[CH2:3][CH2:4]/[CH:5]=[CH:6]/[CH2:7][CH2:8][CH2:9][CH2:10][CH2:11][CH2:12]/[CH:13]=[CH:14]/[CH2:15][CH2:16][C:17]([O:19]CC)=O.Cl[Si](C)(C)C.CO>C1(C)C=CC=CC=1>[OH:19][CH:17]1[C:2](=[O:23])[CH2:3][CH2:4][CH:5]=[CH:6][CH2:7][CH2:8][CH2:9][CH2:10][CH2:11][CH2:12][CH:13]=[CH:14][CH2:15][CH2:16]1 |^1:0|. Procedure details: In a 2 L Morton flask a mixture of sodium (7.48 g, 0.34 mole) in toluene (600 ml) was heated to reflux and stirred vigorously for 1 hour. To this solution was added dropwise (very slowly) a mixture of diethyl hexadeca-4E,12E-diene-1,16-dioate (24.86 g, 0.073 mole) and chlorotrimethylsilane (41.7 ml, 0.33 mole) in toluene (100 ml) over 2 hours. The reaction was heated to reflux for an additional 4 hours, then cooled to room temperature and stirred for an additional 16 hours. To the reaction mixtu... Reactants: N-Aryl-benzenesulfonamides, NC1=C(C=C(C=C1)Cl)C(=O)C1=CC=NC=C1 ((2-amino-5-chloro-phenyl)-pyridin-4-yl-methanone), C(#N)C=1C=C(C=CC1)S(=O)(=O)Cl (3-cyano-benzenesulfonyl chloride). The product is ClC1=CC(=C(C=C1)NS(=O)(=O)C1=CC(=CC=C1)C#N)C(=O)C1=CC=NC=C1 (N-[4-Chloro-2-(pyridine4-carbonyl)-phenyl]-3-cyano-benzenesulfonamide). As a reaction SMILES: [NH2:1][C:2]1[CH:7]=[CH:6][C:5]([Cl:8])=[CH:4][C:3]=1[C:9]([C:11]1[CH:16]=[CH:15][N:14]=[CH:13][CH:12]=1)=[O:10].[C:17]([C:19]1[CH:20]=[C:21]([S:25](Cl)(=[O:27])=[O:26])[CH:22]=[CH:23][CH:24]=1)#[N:18]>>[Cl:8][C:5]1[CH:6]=[CH:7][C:2]([NH:1][S:25]([C:21]2[CH:22]=[CH:23][CH:24]=[C:19]([C:17]#[N:18])[CH:20]=2)(=[O:27])=[O:26])=[C:3]([C:9]([C:11]2[CH:16]=[CH:15][N:14]=[CH:13][CH:12]=2)=[O:10])[CH:4]=1. Procedure: The title compound was prepared according to the general procedure for the synthesis of N-Aryl-benzenesulfonamides previously described using 116 mg of (2-amino-5-chloro-phenyl)-pyridin-4-yl-methanone and 100 mg of 3-cyano-benzenesulfonyl chloride. 1H-NMR (400 MHz, CDCl3): δ 7.36 (d, 1H, J=2.4 Hz), 7.57-7.62 (m, 4H), 7.68 (d,1H, J=8.8 Hz), 7.80 (m,1H), 8.04 (m, 2H), 8.90 (dd, 2H, J=4.8 Hz, 1.6 Hz), 10.3 (b, 1H). MS: m/z 398.8 (M++1). Reactants: CCCCP(=O)(CCC#N)OCC, CCO, N. Yields the product CCCCP(=O)(CCCN)OCC. RXN SMILES: [CH2:1]([CH3:2])[O:3][P:4](=[O:5])([CH2:6][CH2:7][CH2:8][CH3:9])[CH2:10][CH2:11][C:12]#[N:13].[CH3:15][CH2:16][OH:17].[NH3:14]>>[CH2:1]([CH3:2])[O:3][P:4](=[O:5])([CH2:6][CH2:7][CH2:8][CH3:9])[CH2:10][CH2:11][CH2:12][NH2:13]. Starting materials: C[O-].[Na+] (sodium methoxide), Br.FC(C1=C(C=CC=C1)CC(N)=N)(F)F (2-[2-(trifluoromethyl)phenyl]ethaneimidamide hydrobromide), ClC1=CC=C(C=C1)C1=NN(C(N1CC=1C=C(C=CC1)C(=O)OC)=O)CC(=O)NN (Methyl 3-{[3-(4-chlorophenyl)-1-(2-hydrazino-2-oxoethyl)-5-oxo-1,5-dihydro-4H-1,2,4-triazol-4-yl]methyl}benzenecarboxylate). Run in CO (methanol). Conditions: time 16 hour. The product is ClC1=CC=C(C=C1)C1=NN(C(N1CC=1C=C(C=CC1)C(=O)OC)=O)CC1=NN=C(N1)CC1=C(C=CC=C1)C(F)(F)F (Methyl 3-{[3-(4-chlorophenyl)-5-oxo-1-({5-[2-(trifluoromethyl)benzyl]-4H-1,2,4-triazol-3-yl}-methyl)-1,5-dihydro-4H-1,2,4-triazol-4-yl]methyl}benzenecarboxylate). RXN SMILES: Br.[F:2][C:3]([F:15])([F:14])[C:4]1[CH:9]=[CH:8][CH:7]=[CH:6][C:5]=1[CH2:10][C:11](=[NH:13])[NH2:12].C[O-].[Na+].[Cl:19][C:20]1[CH:25]=[CH:24][C:23]([C:26]2[N:30]([CH2:31][C:32]3[CH:33]=[C:34]([C:38]([O:40][CH3:41])=[O:39])[CH:35]=[CH:36][CH:37]=3)[C:29](=[O:42])[N:28]([CH2:43][C:44]([NH:46]N)=O)[N:27]=2)=[CH:22][CH:21]=1>CO>[Cl:19][C:20]1[CH:25]=[CH:24][C:23]([C:26]2[N:30]([CH2:31][C:32]3[CH:33]=[C:34]([C:38]([O:40][CH3:41])=[O:39])[CH:35]=[CH:36][CH:37]=3)[C:29](=[O:42])[N:28]([CH2:43][C:44]3[NH:12][C:11]([CH2:10][C:5]4[CH:6]=[CH:7][CH:8]=[CH:9][C:4]=4[C:3]([F:14])([F:15])[F:2])=[N:13][N:46]=3)[N:27]=2)=[CH:22][CH:21]=1 |f:0.1,2.3|. Procedure details: 77 mg (0.27 mmol) of 2-[2-(trifluoromethyl)phenyl]ethaneimidamide hydrobromide were dissolved in 1 ml of dry methanol, 74 μl (0.27 mmol) of a 25% strength methanolic sodium methoxide solution were added and the mixture was stirred for 30 min 75 mg (0.18 mmol) of the compound from Example 16A were then added, and the mixture was stirred initially at RT for 16 h and then under reflux for 5 h. The mixture was then directly purified chromatographically [Method 19]. This gave 67 mg (64% of theory) of... Starting materials: O=C(Cl)C(=O)Cl, CN(C)C=O, c1ccccc1, O=C(O)c1cc2ccccc2s1. Product: [Cl-], O=C(O)c1cc2ccccc2s1. As a reaction SMILES: [Cl:13][C:14]([C:15]([Cl:16])=[O:17])=[O:18].[O:25]=[CH:26][N:27]([CH3:28])[CH3:29].[cH:19]1[cH:20][cH:21][cH:22][cH:23][cH:24]1.[s:1]1[c:2]([C:10](=[O:11])[OH:12])[cH:3][c:4]2[c:5]1[cH:6][cH:7][cH:8][cH:9]2>>[Cl-:13].[s:1]1[c:2]([C:10](=[O:11])[OH:12])[cH:3][c:4]2[c:5]1[cH:6][cH:7][cH:8][cH:9]2.